Dataset: the Open Reaction Database (ORD), a public repository of structured organic reaction records. Task: describe an organic reaction: reactants, conditions, products, and yield Reactants: BrC=1C=C2C(=NC1)C=CN2 (6-bromo-1H-pyrrolo[3,2-b]pyridine), [H-].[Na+] (sodium hydride), ice, [Cl-].[NH4+] (ammonium chloride), ClC(C)C1=NC=CC=C1 (2-(1-chloroethyl)pyridine). Solvent: CN(C=O)C (N,N-dimethylformamide), CN(C=O)C (N,N-dimethylformamide), CN(C=O)C (N,N-dimethylformamide). Conditions: time 30 minute. The product is BrC=1C=C2C(=NC1)C=CN2C(C)C2=NC=CC=C2 (6-bromo-1-(1-(pyridin-2-yl)ethyl)-1H-pyrrolo[3,2-b]pyridine). The yield is 56.7%. Reaction SMILES: [Br:1][C:2]1[CH:3]=[C:4]2[NH:10][CH:9]=[CH:8][C:5]2=[N:6][CH:7]=1.[H-].[Na+].Cl[CH:14]([C:16]1[CH:21]=[CH:20][CH:19]=[CH:18][N:17]=1)[CH3:15].[Cl-].[NH4+]>CN(C)C=O>[Br:1][C:2]1[CH:3]=[C:4]2[N:10]([CH:14]([C:16]3[CH:21]=[CH:20][CH:19]=[CH:18][N:17]=3)[CH3:15])[CH:9]=[CH:8][C:5]2=[N:6][CH:7]=1 |f:1.2,4.5|. Reported procedure: To an ice-cooled suspension of 6-bromo-1H-pyrrolo[3,2-b]pyridine (7.0 g, 35 mmol) in N,N-dimethylformamide (100 mL) was slowly added a solution of sodium hydride (2.12 g, 88.28 mmol, 60% in mineral oil) in N,N-dimethylformamide (20 mL). After 30 min at 0° C., a solution of 2-(1-chloroethyl)pyridine (5.0 g, 35 mmol) in N,N-dimethylformamide (20 mL) was slowly added. The mixture was then warmed to room temperature. After 16 h, saturated aqueous ammonium chloride solution (20 mL) was slowly added t...